This data is from the Open Reaction Database (ORD), a public repository of structured organic reaction records. The task is: describe an organic reaction: reactants, conditions, products, and yield Starting materials: O=C([O-])[O-], CS(C)=O, [Cs+], [Cs+], O=Cc1ccc(F)cc1, Nc1ccc(O)cc1[N+](=O)[O-], O. Product: Nc1ccc(Oc2ccc(C=O)cc2)cc1[N+](=O)[O-]. Reaction SMILES: [C:21](=[O:22])([O-:23])[O-:24].[CH3:28][S:29]([CH3:30])=[O:31].[Cs+:25].[Cs+:26].[F:12][c:13]1[cH:14][cH:15][c:16]([CH:17]=[O:18])[cH:19][cH:20]1.[NH2:1][c:2]1[c:3]([N+:9](=[O:10])[O-:11])[cH:4][c:5]([OH:8])[cH:6][cH:7]1.[OH2:27]>>[NH2:1][c:2]1[c:3]([N+:9](=[O:10])[O-:11])[cH:4][c:5]([O:8][c:13]2[cH:14][cH:15][c:16]([CH:17]=[O:18])[cH:19][cH:20]2)[cH:6][cH:7]1.